Dataset: the Open Reaction Database (ORD), a public repository of structured organic reaction records. Task: describe an organic reaction: reactants, conditions, products, and yield The reactants are CO (methanol), COC(=O)C1NCC2=CC(=CC=C2C1)[N+](=O)[O-] (7-nitro-1,2,3,4-tetrahydro-3-isoquinolinecarboxylic acid methyl ester), Cl (hydrochloric acid). The solvent is O1CCCC1 (tetrahydrofuran). Product: [N+](=O)([O-])C1=CC=C2CC(NCC2=C1)CO (7-nitro-1,2,3,4-tetrahydroisoquinoline-3-methanol). Yield: 38.7%. As a reaction SMILES: C[O:2][C:3]([CH:5]1[CH2:14][C:13]2[C:8](=[CH:9][C:10]([N+:15]([O-:17])=[O:16])=[CH:11][CH:12]=2)[CH2:7][NH:6]1)=O.CO.Cl>O1CCCC1>[N+:15]([C:10]1[CH:9]=[C:8]2[C:13]([CH2:14][CH:5]([CH2:3][OH:2])[NH:6][CH2:7]2)=[CH:12][CH:11]=1)([O-:17])=[O:16]. Procedure details: To 7-nitro-1,2,3,4-tetrahydro-3-isoquinolinecarboxylic acid methyl ester (5.0 g, 21.2 mmol) in dry tetrahydrofuran (18.5 ml) was added 10M borane-methyl sulfide complex (2.4 ml). The mixture was heated at reflux for 1.5 h while distilling off the methyl sulfide formed. The reaction mixture was cooled and methanol (2.7 ml) was added cautiously followed by 6N hydrochloric acid (5.4 ml). The mixture was then refluxed for 2.5 h and concentrated to dryness under reduced pressure. The solid residue wa... The reactants are N(O)=C1SC(C(=N1)C)(CC=C(CC)C)C (2-oxo-4,5-dimethyl-5-(3-methyl-2-pentenyl)-3-thiazoline-oxime), CN=C=O (methylisocyanate). Procedure details: 2-oxo-4,5-dimethyl-5-(3-methyl-2-pentenyl)-3-thiazoline-oxime was reacted with methylisocyanate as described in Example 4 to yield 2-oxo-4,5-dimethyl-5-(3-methyl-2-pentenyl)-3-thiazoline-O-(methylcarbamoyl)-oxime as a viscous oil; nD20 =1.5424. The product is CNC(=O)ON=C1SC(C(=N1)C)(CC=C(CC)C)C (2-oxo-4,5-dimethyl-5-(3-methyl-2-pentenyl)-3-thiazoline-O-(methylcarbamoyl)-oxime). As a reaction SMILES: [N:1](=[C:3]1[N:7]=[C:6]([CH3:8])[C:5]([CH3:15])([CH2:9][CH:10]=[C:11]([CH3:14])[CH2:12][CH3:13])[S:4]1)[OH:2].[CH3:16][N:17]=[C:18]=[O:19]>>[CH3:16][NH:17][C:18]([O:2][N:1]=[C:3]1[N:7]=[C:6]([CH3:8])[C:5]([CH3:15])([CH2:9][CH:10]=[C:11]([CH3:14])[CH2:12][CH3:13])[S:4]1)=[O:19]. The reactants are CCOCC (ether), CC1=CC=C(C=CCCl)C=C1 (4-methyl-cinnamyl chloride), NC=1SC=2CCNCCC2N1 (2-amino-4,5,7,8-tetrahydro-6H-thiazolo[5,4-d]azepine), C([O-])([O-])=O.[K+].[K+] (potassium carbonate). Run in C(C)#N (acetonitrile). Yields the product NC=1SC=2CCN(CCC2N1)CC=CC1=CC=C(C=C1)C (2-Amino-6-(3-(4-methyl-phenyl)allyl)-4,5,7,8-tetrahydro-6H-thiazolo[5,4-d]azepine). The yield is 33.0%. As a reaction SMILES: [CH3:1][C:2]1[CH:11]=[CH:10][C:5]([CH:6]=[CH:7][CH2:8]Cl)=[CH:4][CH:3]=1.[NH2:12][C:13]1[S:14][C:15]2[CH2:16][CH2:17][NH:18][CH2:19][CH2:20][C:21]=2[N:22]=1.C(=O)([O-])[O-].[K+].[K+].CCOCC>C(#N)C>[NH2:12][C:13]1[S:14][C:15]2[CH2:16][CH2:17][N:18]([CH2:8][CH:7]=[CH:6][C:5]3[CH:10]=[CH:11][C:2]([CH3:1])=[CH:3][CH:4]=3)[CH2:19][CH2:20][C:21]=2[N:22]=1 |f:2.3.4|. Procedure details: Prepared from 4-methyl-cinnamyl chloride and 1 equivalent of 2-amino-4,5,7,8-tetrahydro-6H-thiazolo[5,4-d]azepine in acetonitrile in the presence of 1 equivalent of potassium carbonate for 40 minutes at 80° C. Yield: 33% of theory, Melting point: 126°-30° C. (ether). Reactants: CC1=C(C(=O)O)C=C(C=N1)[N+](=O)[O-] (2-methyl-5-nitronicotinic acid), C(C)NCC (diethylamine). Solvent: C(Cl)(Cl)Cl (chloroform). Product: C(C)N(C(C1=C(N=CC(=C1)[N+](=O)[O-])C)=O)CC (N,N-diethyl 2-methyl-5-nitronicotinamide). RXN SMILES: [CH3:1][C:2]1[N:10]=[CH:9][C:8]([N+:11]([O-:13])=[O:12])=[CH:7][C:3]=1[C:4]([OH:6])=O.[CH2:14]([NH:16][CH2:17][CH3:18])[CH3:15]>C(Cl)(Cl)Cl>[CH2:14]([N:16]([CH2:17][CH3:18])[C:4](=[O:6])[C:3]1[CH:7]=[C:8]([N+:11]([O-:13])=[O:12])[CH:9]=[N:10][C:2]=1[CH3:1])[CH3:15]. Procedure: In dry chloroform were dissolved 0.3 g of 2-methyl-5-nitronicotinic acid and 1.5 ml of diethylamine. After addition of 10 g of phosphorous pentaoxide, the mixture was stirred with heating at 55° - 60° C. for 3 hours. After cooling, the chloroform portion was separated and evaporated under reduced pressure. The residue was, after addition of water, neutralized with sodium hydrogen carbonate and extracted with ethyl acetate. The extract was concentrated and purified on a silica gel column to give ...